From a dataset of the Open Reaction Database (ORD), a public repository of structured organic reaction records. describe an organic reaction: reactants, conditions, products, and yield The reactants are C(C)(C)(C)OC(NO)=O (N-hydroxycarbamic acid tert-butyl ester), NaIO4, C1=CC=CCC1 (1,3-cyclohexadiene). Run in CO.C(Cl)Cl (MeOH CH2Cl2). Conditions: temperature 37 celsius, time 2 hour. Product: C12N(OC(C=C1)CC2)C(=O)OC(C)(C)C (tert-Butyl 2-Aza-3-oxabicyclo[2.2.2]oct-5-ene-2-carboxylate). Yield: 92.4%. Reaction SMILES: [C:1]([O:5][C:6](=[O:9])[NH:7][OH:8])([CH3:4])([CH3:3])[CH3:2].[CH:10]1[CH2:15][CH2:14][CH:13]=[CH:12][CH:11]=1>CO.C(Cl)Cl>[CH:12]12[CH2:13][CH2:14][CH:15]([CH:10]=[CH:11]1)[O:8][N:7]2[C:6]([O:5][C:1]([CH3:4])([CH3:3])[CH3:2])=[O:9] |f:2.3|. Reported procedure: Solid N-hydroxycarbamic acid tert-butyl ester (100.19 g, 752.3 mmol) was added to a slurry of NaIO4 (168.68 g, 788.6 mmol), 1,3-cyclohexadiene (86.0 mL, 902 mmol) and 50% MeOH/CH2Cl2 (3 L) cooled in an ice bath. The ice bath was removed after the addition. After 2 h, a warm (37° C.) water bath was installed for 5 min to raise the temperature from 17° C. to 24° C., at which point the bath was removed. The mixture thickened from a turbid solution to a white slurry, and the temperature climbed over...